Dataset: the Open Reaction Database (ORD), a public repository of structured organic reaction records. Task: describe an organic reaction: reactants, conditions, products, and yield Starting materials: CC1CN(Cc2ccccc2)CC(NC(=O)OC(C)(C)C)C1C, CO. The product is CC1CNCC(NC(=O)OC(C)(C)C)C1C. RXN SMILES: [C:1]([CH3:2])([CH3:3])([CH3:4])[O:5][C:6](=[O:7])[NH:8][CH:9]1[CH2:10][N:11]([CH2:17][c:18]2[cH:19][cH:20][cH:21][cH:22][cH:23]2)[CH2:12][CH:13]([CH3:16])[CH:14]1[CH3:15].[CH3:24][OH:25]>>[C:1]([CH3:2])([CH3:3])([CH3:4])[O:5][C:6](=[O:7])[NH:8][CH:9]1[CH2:10][NH:11][CH2:12][CH:13]([CH3:16])[CH:14]1[CH3:15]. Reactants: [BH4-], CN1CCN(c2cccc3ccc(C(=O)c4ccccc4)cc23)CC1, CCO, [Na+]. Yields the product CN1CCN(c2cccc3ccc(C(O)c4ccccc4)cc23)CC1. As a reaction SMILES: [BH4-:26].[C:1]([c:2]1[cH:3][cH:4][cH:5][cH:6][cH:7]1)(=[O:8])[c:9]1[cH:10][cH:11][c:12]2[cH:13][cH:14][cH:15][c:16]([N:19]3[CH2:20][CH2:21][N:22]([CH3:25])[CH2:23][CH2:24]3)[c:17]2[cH:18]1.[CH3:28][CH2:29][OH:30].[Na+:27]>>[CH:1]([c:2]1[cH:3][cH:4][cH:5][cH:6][cH:7]1)([OH:8])[c:9]1[cH:10][cH:11][c:12]2[cH:13][cH:14][cH:15][c:16]([N:19]3[CH2:20][CH2:21][N:22]([CH3:25])[CH2:23][CH2:24]3)[c:17]2[cH:18]1. RXN SMILES: [Br:2][c:3]1[c:4]([C:5]#[N:6])[c:7]([NH2:12])[cH:8][c:9]([NH2:11])[n:10]1.[CH3:13][OH:14].[Na:1]>>[c:3]1([O:14][CH3:13])[c:4]([C:5]#[N:6])[c:7]([NH2:12])[cH:8][c:9]([NH2:11])[n:10]1. The reactants are N#Cc1c(N)cc(N)nc1Br, CO, [Na]. Yields the product COc1nc(N)cc(N)c1C#N. Reactants: CC(=O)O, CO, [H][H], O=C1Nc2ccccc2CCC1=NO. Yields the product NC1CCc2ccccc2NC1=O. As a reaction SMILES: [CH3:15][C:16](=[O:17])[OH:18].[CH3:21][OH:22].[H:19][H:20].[NH:1]1[c:2]2[c:3]([cH:11][cH:12][cH:13][cH:14]2)[CH2:4][CH2:5][C:6](=[N:9][OH:10])[C:7]1=[O:8]>>[NH:1]1[c:2]2[c:3]([cH:11][cH:12][cH:13][cH:14]2)[CH2:4][CH2:5][CH:6]([NH2:9])[C:7]1=[O:8]. Reactants: FC1=C(C(=CC2=C1N=NS2)C(=O)NOCCOC=C)NC2=C(C=C(C=C2)I)F (4-fluoro-5-((2-fluoro-4-iodophenyl)amino)-N-(2-(vinyloxy)ethoxy)benzo[d][1,2,3]thiadiazole-6-carboxamide), Cl (HCl), C(=O)(O)[O-].[Na+] (NaHCO3). Run in C(Cl)Cl (CH2Cl2). Reaction conditions: time 1 hour. The product is FC1=C(C(=CC2=C1N=NS2)C(=O)NOCCO)NC2=C(C=C(C=C2)I)F (4-fluoro-5-((2-fluoro-4-iodophenyl)amino)-N-(2-hydroxyethoxy)benzo[d][1,2,3]thiadiazole-6-carboxamide). Yield: 84.6%. As a reaction SMILES: [F:1][C:2]1[C:7]2[N:8]=[N:9][S:10][C:6]=2[CH:5]=[C:4]([C:11]([NH:13][O:14][CH2:15][CH2:16][O:17]C=C)=[O:12])[C:3]=1[NH:20][C:21]1[CH:26]=[CH:25][C:24]([I:27])=[CH:23][C:22]=1[F:28].Cl.C([O-])(O)=O.[Na+]>C(Cl)Cl>[F:1][C:2]1[C:7]2[N:8]=[N:9][S:10][C:6]=2[CH:5]=[C:4]([C:11]([NH:13][O:14][CH2:15][CH2:16][OH:17])=[O:12])[C:3]=1[NH:20][C:21]1[CH:26]=[CH:25][C:24]([I:27])=[CH:23][C:22]=1[F:28] |f:2.3|. Procedure: To a solution of 4-fluoro-5-((2-fluoro-4-iodophenyl)amino)-N-(2-(vinyloxy)ethoxy)benzo[d][1,2,3]thiadiazole-6-carboxamide (190 mg, 0.37 mmol) in CH2Cl2 (10 mL) was added 1.0 N HCl (aq., 1.5 mL, 1.5 mmol). After stirring for 1 h, the reaction mixture was neutralized with saturated NaHCO3 (aq.). The aqueous layer was washed with CH2Cl2 (10 mL×2). The combined organic layer was washed with water (30 mL) and brine (30 mL), dried over Na2SO4, filtered and concentrated in vacuo. The crude product was ... The reactants are FC(C=1C=C(CN2C(O[C@@H]([C@H]2C)C2=C(C=CC(=C2)C(F)(F)F)I)=O)C=C(C1)C(F)(F)F)(F)F ((4R,5R)-3-[3,5-bis(trifluoromethyl)benzyl]-5-[2-iodo-5-(trifluoromethyl)phenyl]-4-methyl-1,3-oxazolidin-2-one), C(C)O (ethanol), C(C)(C)C=1C=CC(=C(C1)B(O)O)OC(F)(F)F (5-isopropyl-2-(trifluoromethoxy)phenyl boronic acid), C([O-])([O-])=O.[Na+].[Na+] (sodium carbonate). Reagents/catalysts: C=1C=CC(=CC1)[P](C=2C=CC=CC2)(C=3C=CC=CC3)[Pd]([P](C=4C=CC=CC4)(C=5C=CC=CC5)C=6C=CC=CC6)([P](C=7C=CC=CC7)(C=8C=CC=CC8)C=9C=CC=CC9)[P](C=1C=CC=CC1)(C=1C=CC=CC1)C=1C=CC=CC1 (Pd(PPh3)4). Solvent: CCOC(=O)C (EtOAc), O (water), C1=CC=CC=C1 (benzene), O (water). Reaction conditions: temperature 100 celsius, time 24 hour. Product: FC(C=1C=C(CN2C(O[C@@H]([C@H]2C)C2=C(C=CC(=C2)C(F)(F)F)C2=C(C=CC(=C2)C(C)C)OC(F)(F)F)=O)C=C(C1)C(F)(F)F)(F)F ((4R,5R)-3-[3,5-bis(trifluoromethyl)benzyl]-5-[5′-isopropyl-2′-(trifluoromethoxy)-4-(trifluoromethyl)biphenyl-2-yl]-4-methyl-1,3-oxazolidin-2-one). RXN SMILES: [F:1][C:2]([F:33])([F:32])[C:3]1[CH:4]=[C:5]([CH:25]=[C:26]([C:28]([F:31])([F:30])[F:29])[CH:27]=1)[CH2:6][N:7]1[C@H:11]([CH3:12])[C@@H:10]([C:13]2[CH:18]=[C:17]([C:19]([F:22])([F:21])[F:20])[CH:16]=[CH:15][C:14]=2I)[O:9][C:8]1=[O:24].C(O)C.[CH:37]([C:40]1[CH:41]=[CH:42][C:43]([O:49][C:50]([F:53])([F:52])[F:51])=[C:44](B(O)O)[CH:45]=1)([CH3:39])[CH3:38].C(=O)([O-])[O-].[Na+].[Na+]>C1C=CC=CC=1.O.CCOC(C)=O.C1C=CC([P]([Pd]([P](C2C=CC=CC=2)(C2C=CC=CC=2)C2C=CC=CC=2)([P](C2C=CC=CC=2)(C2C=CC=CC=2)C2C=CC=CC=2)[P](C2C=CC=CC=2)(C2C=CC=CC=2)C2C=CC=CC=2)(C2C=CC=CC=2)C2C=CC=CC=2)=CC=1>[F:1][C:2]([F:33])([F:32])[C:3]1[CH:4]=[C:5]([CH:25]=[C:26]([C:28]([F:31])([F:30])[F:29])[CH:27]=1)[CH2:6][N:7]1[C@H:11]([CH3:12])[C@@H:10]([C:13]2[CH:18]=[C:17]([C:19]([F:22])([F:21])[F:20])[CH:16]=[CH:15][C:14]=2[C:42]2[CH:41]=[C:40]([CH:37]([CH3:39])[CH3:38])[CH:45]=[CH:44][C:43]=2[O:49][C:50]([F:51])([F:53])[F:52])[O:9][C:8]1=[O:24] |f:3.4.5,^1:76,78,97,116|. Procedure details: To a solution of 80 mg of (4R,5R)-3-[3,5-bis(trifluoromethyl)benzyl]-5-[2-iodo-5-(trifluoromethyl)phenyl]-4-methyl-1,3-oxazolidin-2-one in 2 mL of benzene, 1 mL of water, and 0.5 mL ethanol was added 100 mg of 5-isopropyl-2-(trifluoromethoxy)phenyl boronic acid, 0.15 mL of 2M aqueous sodium carbonate, and 21 mg of Pd(PPh3)4. A reflux condenser was attached, and the mixture was heated to 100° C. The mixture was stirred at 100° C. for 24 hours, and then was diluted with 10 mL of EtOAc and 10 mL of... Starting materials: CCOC(=O)c1cnn(-c2cccc(-c3ccccc3OCc3ccc(C4=CCN(C(=O)OC(C)(C)C)CC4)cc3)n2)c1C(F)(F)C(F)(F)F, CCOC(C)=O, [H][H], O=[Pt]=O. Product: CCOC(=O)c1cnn(-c2cccc(-c3ccccc3OCc3ccc(C4CCN(C(=O)OC(C)(C)C)CC4)cc3)n2)c1C(F)(F)C(F)(F)F. RXN SMILES: [CH2:1]([CH3:2])[O:3][C:4](=[O:5])[c:6]1[cH:7][n:8][n:9](-[c:18]2[cH:19][cH:20][cH:21][c:22](-[c:24]3[c:25]([O:26][CH2:27][c:28]4[cH:29][cH:30][c:31]([C:34]5=[CH:39][CH2:38][N:37]([C:40](=[O:41])[O:42][C:43]([CH3:44])([CH3:45])[CH3:46])[CH2:36][CH2:35]5)[cH:32][cH:33]4)[cH:47][cH:48][cH:49][cH:50]3)[n:23]2)[c:10]1[C:11]([C:12]([F:13])([F:14])[F:15])([F:16])[F:17].[CH3:53][CH2:54][O:55][C:56]([CH3:57])=[O:58].[H:51][H:52].[Pt:59](=[O:60])=[O:61]>>[CH2:1]([CH3:2])[O:3][C:4](=[O:5])[c:6]1[cH:7][n:8][n:9](-[c:18]2[cH:19][cH:20][cH:21][c:22](-[c:24]3[c:25]([O:26][CH2:27][c:28]4[cH:29][cH:30][c:31]([CH:34]5[CH2:35][CH2:36][N:37]([C:40](=[O:41])[O:42][C:43]([CH3:44])([CH3:45])[CH3:46])[CH2:38][CH2:39]5)[cH:32][cH:33]4)[cH:47][cH:48][cH:49][cH:50]3)[n:23]2)[c:10]1[C:11]([C:12]([F:13])([F:14])[F:15])([F:16])[F:17]. RXN SMILES: [CH2:1]([O:8][C:9]1[CH:10]=[C:11]([CH2:15][CH2:16]I)[CH:12]=[CH:13][CH:14]=1)[C:2]1[CH:7]=[CH:6][CH:5]=[CH:4][CH:3]=1.[CH2:18]([O:20][C:21](=[O:29])[CH:22]([CH3:28])[C:23]([O:25][CH2:26][CH3:27])=[O:24])[CH3:19]>>[CH2:18]([O:20][C:21](=[O:29])[C:22]([CH2:16][CH2:15][C:11]1[CH:12]=[CH:13][CH:14]=[C:9]([O:8][CH2:1][C:2]2[CH:7]=[CH:6][CH:5]=[CH:4][CH:3]=2)[CH:10]=1)([CH3:28])[C:23]([O:25][CH2:26][CH3:27])=[O:24])[CH3:19]. The reactants are C(C1=CC=CC=C1)OC=1C=C(C=CC1)CCI (2-(3-Benzyloxyphenyl)ethyl iodide), C(C)OC(C(C(=O)OCC)C)=O (2-methylmalonic acid diethyl ester), example 52 ( 3 ). Procedure details: 2-(3-Benzyloxyphenyl)ethyl iodide and 2-methylmalonic acid diethyl ester were used in the same manner as working example 52 (3) to give the subject compound. The product is C(C)OC(C(C(=O)OCC)(C)CCC1=CC(=CC=C1)OCC1=CC=CC=C1)=O (2-[2-(3-Benzyloxyphenyl)ethyl]-2-methylmalonic acid diethyl ester). Starting materials: [OH-].[Li+] (Lithium hydroxide), COC(=O)C1(CCOCC1)C1=CC(=CC=C1)Br (4-(3-bromo-phenyl)-tetrahydro-pyran-4-carboxylic acid methyl ester). Run in CO.O (methanol water), O (water). Run at temperature 65 celsius, time 5 hour. Yields the product BrC=1C=C(C=CC1)C1(CCOCC1)C(=O)O (4-(3-bromo-phenyl)-tetrahydro-pyran-4-carboxylic acid). Isolated yield 93.5%. Reaction SMILES: [OH-].[Li+].C[O:4][C:5]([C:7]1([C:13]2[CH:18]=[CH:17][CH:16]=[C:15]([Br:19])[CH:14]=2)[CH2:12][CH2:11][O:10][CH2:9][CH2:8]1)=[O:6]>CO.O.O>[Br:19][C:15]1[CH:14]=[C:13]([C:7]2([C:5]([OH:6])=[O:4])[CH2:12][CH2:11][O:10][CH2:9][CH2:8]2)[CH:18]=[CH:17][CH:16]=1 |f:0.1,3.4|. Procedure details: Lithium hydroxide (0.21 g, 5.01 mmol) is added to a solution of 4-(3-bromo-phenyl)-tetrahydro-pyran-4-carboxylic acid methyl ester (0.5 g, 1.67 mmol) in methanol/water (8 mL, 3:1) and the reaction mixture is stirred for 5 hours at 65° C. The mixture is diluted with water and the volatiles are removed in vacuo. The aqueous is extracted once with diethyl ether, acidified to pH 2, and extracted twice with ethyl acetate. The combined extracts is dried over magnesium sulfate, filtered and concentrate... Reactants: N1=C2N(CCC1)C(SC2)=O (2,3,4,8-tetrahydro[1,3]thiazolo[3,4-a]pyrimidin-6-one), FC(C1=C(CN2CCC(CC2)C=O)C=CC(=C1)C(F)(F)F)(F)F (1-[2,4-bis(trifluoromethyl)benzyl]piperidine-4-carbaldehyde), C(C)(=O)[O-].[NH2+]1CCCCC1 (piperidinium acetate). The solvent is CC(C)O (2-propanol). Run at temperature 60 celsius, time 8 hour. The product is FC(C1=C(CN2CCC(CC2)\C=C\2/SC(N3C2=NCCC3)=O)C=CC(=C1)C(F)(F)F)(F)F ((8Z)-8-({1-[2,4-bis(trifluoromethyl)benzyl]piperidin-4-yl}methylidene)-2,3,4,8-tetrahydro[1,3]thiazolo[3,4-a]pyrimidin-6-one). Isolated yield 75.3%. RXN SMILES: [N:1]1[CH2:6][CH2:5][CH2:4][N:3]2[C:7](=[O:10])[S:8][CH2:9][C:2]=12.[F:11][C:12]([F:33])([F:32])[C:13]1[CH:27]=[C:26]([C:28]([F:31])([F:30])[F:29])[CH:25]=[CH:24][C:14]=1[CH2:15][N:16]1[CH2:21][CH2:20][CH:19]([CH:22]=O)[CH2:18][CH2:17]1.C([O-])(=O)C.[NH2+]1CCCCC1>CC(O)C>[F:33][C:12]([F:11])([F:32])[C:13]1[CH:27]=[C:26]([C:28]([F:31])([F:30])[F:29])[CH:25]=[CH:24][C:14]=1[CH2:15][N:16]1[CH2:21][CH2:20][CH:19](/[CH:22]=[C:9]2\[S:8][C:7](=[O:10])[N:3]3[CH2:4][CH2:5][CH2:6][N:1]=[C:2]\23)[CH2:18][CH2:17]1 |f:2.3|. Reported procedure: To a solution of 2,3,4,8-tetrahydro[1,3]thiazolo[3,4-a]pyrimidin-6-one (0.469 g) and 1-[2,4-bis(trifluoromethyl)benzyl]piperidine-4-carbaldehyde (1.12 g) in 2-propanol (10 mL) was added piperidinium acetate (0.479 g) at room temperature. The reaction mixture was stirred at 60° C. overnight, and the solvent was evaporated under reduced pressure. The residue was purified by silica gel column chromatography (NH, ethyl acetate/hexane) and recrystallized from heptane to give the title compound (1.08 ...